This data is from the Open Reaction Database (ORD), a public repository of structured organic reaction records. The task is: describe an organic reaction: reactants, conditions, products, and yield The reactants are ClC=1C=C(C=C(C1)Cl)N=C=O (3,5-Dichlorophenyl isocyanate), C(C)OC(=O)C1CN(CCN1)C(=O)OC(C)(C)C (piperazine-1,3-dicarboxylic acid 1-tert-butyl ester 3-ethyl ester), C([O-])([O-])=O.[K+].[K+] (potassium carbonate). Yield: 136.1%. Solvent: C(Cl)Cl (DCM). The product is C(C)(C)(C)OC(=O)N1CC2N(CC1)C(N(C2=O)C2=CC(=CC(=C2)Cl)Cl)=O (2-(3,5-Dichlorophenyl)-1,3-dioxo-hexahydro-imidazo[1,5-a]pyrazine-7-carboxylic acid tert-butyl ester). RXN SMILES: [Cl:1][C:2]1[CH:3]=[C:4]([N:9]=[C:10]=[O:11])[CH:5]=[C:6]([Cl:8])[CH:7]=1.C([O:14][C:15]([CH:17]1[NH:22][CH2:21][CH2:20][N:19]([C:23]([O:25][C:26]([CH3:29])([CH3:28])[CH3:27])=[O:24])[CH2:18]1)=O)C.C(=O)([O-])[O-].[K+].[K+]>C(Cl)Cl>[C:26]([O:25][C:23]([N:19]1[CH2:20][CH2:21][N:22]2[C:10](=[O:11])[N:9]([C:4]3[CH:3]=[C:2]([Cl:1])[CH:7]=[C:6]([Cl:8])[CH:5]=3)[C:15](=[O:14])[CH:17]2[CH2:18]1)=[O:24])([CH3:29])([CH3:28])[CH3:27] |f:2.3.4|. Conditions: temperature 20 celsius, time 30 minute. Procedure details: 3,5-Dichlorophenyl isocyanate (2.85 g, 15.2 mmol) was added portionwise to a mixture of piperazine-1,3-dicarboxylic acid 1-tert-butyl ester 3-ethyl ester (2.61 g, 10.1 mmol, prepared as described in Bioorg. Med. Chem. Lett. 1999, 9, 1121-6) and potassium carbonate (1.68 g, 12.1 mmol) in DCM (30 mL) at 5° C. After 30 min at 5° C., the reaction mixture was stirred at 20° C. for 48 h. The white precipitate was discarded and the filtrate concentrated in vacuo to give an oil (5.5 g) which was chromat...